Dataset: the Open Reaction Database (ORD), a public repository of structured organic reaction records. Task: describe an organic reaction: reactants, conditions, products, and yield The reactants are FC=1C=C(C=CC1F)C1=NC=2N(C(=C1)C(F)(F)F)N=CC2C(=O)O (5-(3,4-difluoro-phenyl)-7-trifluoromethyl-pyrazolo[1,5-a]pyrimidine-3-carboxylic acid), CS(=O)(=O)C=1C=C(C=CC1)N (3-methanesulfonyl-phenylamine), Cl (hydrochloride). Product: CS(=O)(=O)C=1C=C(C=CC1)NC(=O)C=1C=NN2C1N=C(C=C2C(F)(F)F)C2=CC(=C(C=C2)F)F (5-(3,4-Difluoro-phenyl)-7-trifluoromethyl-pyrazolo[1,5-a]pyrimidine-3-carboxylic acid(3-methanesulfonyl-phenyl)-amide). Reaction SMILES: [F:1][C:2]1[CH:3]=[C:4]([C:9]2[CH:14]=[C:13]([C:15]([F:18])([F:17])[F:16])[N:12]3[N:19]=[CH:20][C:21]([C:22]([OH:24])=O)=[C:11]3[N:10]=2)[CH:5]=[CH:6][C:7]=1[F:8].[CH3:25][S:26]([C:29]1[CH:30]=[C:31]([NH2:35])[CH:32]=[CH:33][CH:34]=1)(=[O:28])=[O:27].Cl>>[CH3:25][S:26]([C:29]1[CH:30]=[C:31]([NH:35][C:22]([C:21]2[CH:20]=[N:19][N:12]3[C:13]([C:15]([F:17])([F:18])[F:16])=[CH:14][C:9]([C:4]4[CH:5]=[CH:6][C:7]([F:8])=[C:2]([F:1])[CH:3]=4)=[N:10][C:11]=23)=[O:24])[CH:32]=[CH:33][CH:34]=1)(=[O:27])=[O:28]. Procedure details: The title compound was prepared from 5-(3,4-difluoro-phenyl)-7-trifluoromethyl-pyrazolo[1,5-a]pyrimidine-3-carboxylic acid (example C.21) and 3-methanesulfonyl-phenylamine [commercially available as hydrochloride] according to general procedure II. Yellow solid. MS (ISP) 497.1 [(M+H)+]; mp 256° C. The reactants are C(C)(C)(C)OP(=O)(OCOC(N(C[C@H]1CN(C(O1)=O)C1=CC(=C(C=C1)N1CC2=NN(C=C2C1)C)F)C(C)=O)=O)OC(C)(C)C (Acetyl-{(R)-3-[3-fluoro-4-(2-methyl-2,6-dihydro-4H-pyrrolo[3,4-c]pyrazol-5-yl)-phenyl]-2-oxo-oxazolidin-5-ylmethyl}-carbamic acid di-tert-butoxy-phosphoryloxymethyl ester), Cl (HCl), C(C)OCC (diethyl ether). Solvent: ClCCl (dichloromethane). Conditions: time 3 hour. Product: P(=O)(O)(O)OCOC(N(C[C@H]1CN(C(O1)=O)C1=CC(=C(C=C1)N1CC2=NN(C=C2C1)C)F)C(C)=O)=O (Acetyl-{(R)-3-[3-fluoro-4-(2-methyl-2,6-dihydro-4H-pyrrolo[3,4-c]pyrazol-5-yl)-phenyl]-2-oxo-oxazolidin-5-ylmethyl}-carbamic acid phosphonooxymethyl ester). Yield: 70.5%. Reaction SMILES: C([O:5][P:6]([O:40]C(C)(C)C)([O:8][CH2:9][O:10][C:11](=[O:39])[N:12]([C:36](=[O:38])[CH3:37])[CH2:13][C@@H:14]1[O:18][C:17](=[O:19])[N:16]([C:20]2[CH:25]=[CH:24][C:23]([N:26]3[CH2:33][C:32]4[C:28](=[N:29][N:30]([CH3:34])[CH:31]=4)[CH2:27]3)=[C:22]([F:35])[CH:21]=2)[CH2:15]1)=[O:7])(C)(C)C.Cl.C(OCC)C>ClCCl>[P:6]([O:8][CH2:9][O:10][C:11](=[O:39])[N:12]([C:36](=[O:38])[CH3:37])[CH2:13][C@@H:14]1[O:18][C:17](=[O:19])[N:16]([C:20]2[CH:25]=[CH:24][C:23]([N:26]3[CH2:33][C:32]4[C:28](=[N:29][N:30]([CH3:34])[CH:31]=4)[CH2:27]3)=[C:22]([F:35])[CH:21]=2)[CH2:15]1)([OH:7])([OH:40])=[O:5]. Reported procedure: To a solution of 17a (500 mg, 0.78 mmol) in dichloromethane (2.5 mL) under an atmosphere of nitrogen was added a solution of 1N HCl in diethyl ether (2.34 mL, 2.34 mmol) and the reaction mixture was stirred at rt for 3 h. The reaction mixture was concentrated in vacuo, purified directly by HPLC (C-18 column, 10-100% gradient elution, MeCN:H2O), and fractions containing product were lyophilized to give 290 mg (70%) of the title compound. 1H NMR (400 MHz, DMSO-d6): δ 7.53 (s, 1H), 7.42 (dd, 1H), 7... Starting materials: FC1=C(C=CC(=C1)OC)N1C(N(C2=NC(=NC=C2C1)NC1=CC=C(C=C1)F)[C@@](C(C(C)(C)C)(C1=CC=CC=C1)C1=CC=CC=C1)(C)O[SiH3])=O ((S)-3-(2-Fluoro-4-methoxy-phenyl)-7-(4-fluoro-phenylamino)-1-(2-tert-butyl-diphenyl-silanyloxy-1-methyl-ethyl)-3,4-dihydro-1H-pyrimido[4,5-d]pyrimidin-2-one), O1CCCC1 (tetrahydrofuran), [F-].C(CCC)[N+](CCCC)(CCCC)CCCC (tetrabutylammonium fluoride). As a reaction SMILES: [F:1][C:2]1[CH:7]=[C:6]([O:8][CH3:9])[CH:5]=[CH:4][C:3]=1[N:10]1[CH2:19][C:18]2[C:13](=[N:14][C:15]([NH:20][C:21]3[CH:26]=[CH:25][C:24]([F:27])=[CH:23][CH:22]=3)=[N:16][CH:17]=2)[N:12]([C@:28](O[SiH3])([CH3:46])[C:29](C2C=CC=CC=2)(C2C=CC=CC=2)C(C)(C)C)[C:11]1=[O:49].[F-].C([N+](CCCC)(CCCC)CCCC)CCC.[O:68]1CCCC1>>[F:1][C:2]1[CH:7]=[C:6]([O:8][CH3:9])[CH:5]=[CH:4][C:3]=1[N:10]1[CH2:19][C:18]2[C:13](=[N:14][C:15]([NH:20][C:21]3[CH:22]=[CH:23][C:24]([F:27])=[CH:25][CH:26]=3)=[N:16][CH:17]=2)[N:12]([C@@H:28]([CH3:46])[CH2:29][OH:68])[C:11]1=[O:49] |f:1.2|. Reported procedure: (S)-3-(2-Fluoro-4-methoxy-phenyl)-7-(4-fluoro-phenylamino)-1-(2-tert-butyl-diphenyl-silanyloxy-1-methyl-ethyl)-3,4-dihydro-1H-pyrimido[4,5-d]pyrimidin-2-one (0.33 g, 0.46 mmol) was dissolved in anhydrous tetrahydrofuran (3.5 mL) and treated with tetrabutylammonium fluoride (1.0 M in tetrahydrofuran, 1.90 mL, 1.90 mmol) (Aldrich). The reaction was stirred in a water bath that was maintained in the 25–35° C. range. The reaction was complete after 4 hours and was concentrated. The residue was redis... Product: FC1=C(C=CC(=C1)OC)N1C(N(C2=NC(=NC=C2C1)NC1=CC=C(C=C1)F)[C@H](CO)C)=O ((S)-(+)-3-(2-fluoro-4-methoxy-phenyl)-7-(4-fluoro-phenylamino)-1-(2-hydroxy-1-methyl-ethyl)-3,4-dihydro-1H-pyrimido[4,5-d]pyrimidin-2-one). Reaction conditions: time 4 hour.